This data is from the Open Reaction Database (ORD), a public repository of structured organic reaction records. The task is: describe an organic reaction: reactants, conditions, products, and yield Starting materials: ClC1=C(C(=CC(=C1)C(F)(F)F)Cl)C=1NC(=C(N1)C#N)C#N (2-(2,6-dichloro-4-trifluoromethylphenyl)-4,5-dicyanoimidazole), [OH-].[Na+] (sodium hydroxide), Cl (hydrochloric acid). The solvent is O (water). Run at temperature 40 celsius. Yields the product C(#N)C1=C(N=C(N1)C1=C(C=C(C=C1Cl)C(F)(F)F)Cl)C(=O)N (5-cyano-2-(2,6-dichloro-4-trifluoromethylphenyl)-imidazole-4-carboxamide). The yield is 17.5%. RXN SMILES: [Cl:1][C:2]1[CH:7]=[C:6]([C:8]([F:11])([F:10])[F:9])[CH:5]=[C:4]([Cl:12])[C:3]=1[C:13]1[NH:14][C:15]([C:20]#[N:21])=[C:16]([C:18]#[N:19])[N:17]=1.[OH-:22].[Na+].Cl>O>[C:20]([C:15]1[NH:14][C:13]([C:3]2[C:2]([Cl:1])=[CH:7][C:6]([C:8]([F:9])([F:11])[F:10])=[CH:5][C:4]=2[Cl:12])=[N:17][C:16]=1[C:18]([NH2:19])=[O:22])#[N:21] |f:1.2|. Procedure details: A mixture of 2-(2,6-dichloro-4-trifluoromethylphenyl)-4,5-dicyanoimidazole (3.31 g, 0.01 mol) and sodium hydroxide (1.0 g, 0.025 mol) in water (10 ml) was stirred and heated at 40° C. overnight. Concentrated hydrochloric acid was added to the mixture and the precipitated solid was filtered off and purified by medium pressure liquid chromatography (mplc) on silica eluted with a mixture of ethyl acetate and dichloromethane (1:1). Recrystallization of the white solid from a mixture of ethyl acetate... Starting materials: COC(=O)N1CC[C@@H]2[C@](CCC[C@H]12)(C#CC=1C=C(C=CC1)C)O ((3aS,4R,7aS)-4-hydroxy-4-m-tolylethynyl-octahydro-indole-1-carboxylic acid methyl ester), C(CC)(=O)O (propionic acid). Product: COC(=O)N1CC[C@H]2[C@@](CCC[C@@H]12)(C#CC=1C=C(C=CC1)C)OC(CC)=O ((3aR,4S,7aR)-4-propionyloxy-4-m-tolylethynyl-octahydro-indole-1-carboxylic acid methyl ester). As a reaction SMILES: [CH3:1][O:2][C:3]([N:5]1[C@@H:13]2[C@@H:8]([C@@:9]([OH:23])([C:14]#[C:15][C:16]3[CH:17]=[C:18]([CH3:22])[CH:19]=[CH:20][CH:21]=3)[CH2:10][CH2:11][CH2:12]2)[CH2:7][CH2:6]1)=[O:4].[C:24](O)(=[O:27])[CH2:25][CH3:26]>>[CH3:1][O:2][C:3]([N:5]1[C@H:13]2[C@H:8]([C@:9]([O:23][C:24](=[O:27])[CH2:25][CH3:26])([C:14]#[C:15][C:16]3[CH:17]=[C:18]([CH3:22])[CH:19]=[CH:20][CH:21]=3)[CH2:10][CH2:11][CH2:12]2)[CH2:7][CH2:6]1)=[O:4]. Reported procedure: Synthesis in analogy to the General Method 1 starting from (3aS,4R,7aS)-4-hydroxy-4-m-tolylethynyl-octahydro-indole-1-carboxylic acid methyl ester and propionic acid to yield (3aR,4S,7aR)-4-propionyloxy-4-m-tolylethynyl-octahydro-indole-1-carboxylic acid methyl ester. MS [M+H] 296 (ester elimination ion); RT=1.34 min; UPLC Method I